describe an organic reaction: reactants, conditions, products, and yield From a dataset of the Open Reaction Database (ORD), a public repository of structured organic reaction records. The reactants are CCOC(=O)CC(=O)OCC, CCO, BrC1CCCC1, [Na]. Product: CCOC(=O)C(C(=O)OCC)C1CCCC1. As a reaction SMILES: [C:2]([CH2:3][C:4](=[O:5])[O:6][CH2:7][CH3:8])(=[O:9])[O:10][CH2:11][CH3:12].[CH3:19][CH2:20][OH:21].[CH:13]1([Br:18])[CH2:14][CH2:15][CH2:16][CH2:17]1.[Na:1]>>[C:2]([CH:3]([C:4](=[O:5])[O:6][CH2:7][CH3:8])[CH:13]1[CH2:14][CH2:15][CH2:16][CH2:17]1)(=[O:9])[O:10][CH2:11][CH3:12]. The reactants are CNCCCCCCCC (methyloctylamine), CC(CC)=O (2-butanone), C[Si](O[Si](CCCCl)(O[Si](C)(C)C)O[Si](C)(C)C)(C)C (tris-trimethylsiloxy-3-chloropropylsilane). Reaction conditions: time 18 hour. The product is C[Si](O[Si](CCC(CCCCCCCC)NC)(O[Si](C)(C)C)O[Si](C)(C)C)(C)C (tris-trimethylsiloxy-3-octylmethylaminopropylsilane). As a reaction SMILES: [CH3:1][Si:2]([CH3:20])([CH3:19])[O:3][Si:4]([O:14][Si:15]([CH3:18])([CH3:17])[CH3:16])([O:9][Si:10]([CH3:13])([CH3:12])[CH3:11])[CH2:5][CH2:6]CCl.[CH3:21][NH:22][CH2:23][CH2:24][CH2:25][CH2:26][CH2:27][CH2:28][CH2:29][CH3:30].[CH3:31]C(=O)CC>>[CH3:18][Si:15]([CH3:16])([CH3:17])[O:14][Si:4]([O:9][Si:10]([CH3:13])([CH3:12])[CH3:11])([O:3][Si:2]([CH3:20])([CH3:19])[CH3:1])[CH2:5][CH2:6][CH:23]([NH:22][CH3:21])[CH2:24][CH2:25][CH2:26][CH2:27][CH2:28][CH2:29][CH2:30][CH3:31]. Procedure: To 186.3 grams (0.5 moles) of the tris-trimethylsiloxy-3-chloropropylsilane in 250 gm. of 2-butanone is added 71.5 grams (0.5 moles) of methyloctylamine. The mixture is heated in an autoclave under 200 psi. nitrogen to 130° C. for 18 hours. The 2-butonone is removed from the product by distillation and the residue is added to two liters of hexane. An excess of trimethylamine (anhydrous gas) is added and the mixture is allowed to stir for 16 hours. Filtration to remove the trimethylamine hydrochl...